This data is from the Open Reaction Database (ORD), a public repository of structured organic reaction records. The task is: describe an organic reaction: reactants, conditions, products, and yield Starting materials: O=Cc1ccc(F)cc1, [K+], [K+], O=C([O-])[O-], CN(C)C=O, Sc1ccccc1. The product is O=Cc1ccc(Sc2ccccc2)cc1. RXN SMILES: [F:1][c:2]1[cH:3][cH:4][c:5]([CH:6]=[O:7])[cH:8][cH:9]1.[K+:17].[K+:18].[O-:19][C:20]([O-:21])=[O:22].[O:23]=[CH:24][N:25]([CH3:26])[CH3:27].[SH:10][c:11]1[cH:12][cH:13][cH:14][cH:15][cH:16]1>>[c:2]1([S:10][c:11]2[cH:12][cH:13][cH:14][cH:15][cH:16]2)[cH:3][cH:4][c:5]([CH:6]=[O:7])[cH:8][cH:9]1. The reactants are CCCN(CCC)C1CCc2c(cc3cc[nH]c3c2Br)C1, CN(C)C=O, [Na+], [OH-], O, O=P(Cl)(Cl)Cl. Yields the product CCCN(CCC)C1CCc2c(cc3c(C=O)c[nH]c3c2Br)C1. Reaction SMILES: [Br:1][c:2]1[c:3]2[c:4]([cH:5][c:6]3[cH:7][cH:8][nH:9][c:10]13)[CH2:11][CH:12]([N:15]([CH2:16][CH2:17][CH3:18])[CH2:19][CH2:20][CH3:21])[CH2:13][CH2:14]2.[CH:29](=[O:30])[N:31]([CH3:32])[CH3:33].[Na+:28].[OH-:27].[OH2:34].[P:22]([Cl:23])([Cl:24])([Cl:25])=[O:26]>>[Br:1][c:2]1[c:3]2[c:4]([cH:5][c:6]3[c:7]([CH:29]=[O:30])[cH:8][nH:9][c:10]13)[CH2:11][CH:12]([N:15]([CH2:16][CH2:17][CH3:18])[CH2:19][CH2:20][CH3:21])[CH2:13][CH2:14]2. Starting materials: NN1SC(=CN1)C=1N(C(=CN1)[N+](=O)[O-])C (2-(2-amino-5-thiadiazolyl)-1-methyl-5-nitroimidazole), Cl (hydrochloric acid). Product: Cl.NN1SC(=CN1)C=1N(C(=CN1)[N+](=O)[O-])C (2-(2-Amino-5-thiadiazolyl)-1-methyl-5-nitroimidazole Hydrochloride). As a reaction SMILES: [NH2:1][N:2]1[NH:6][CH:5]=[C:4]([C:7]2[N:8]([CH3:15])[C:9]([N+:12]([O-:14])=[O:13])=[CH:10][N:11]=2)[S:3]1.[ClH:16]>>[ClH:16].[NH2:1][N:2]1[NH:6][CH:5]=[C:4]([C:7]2[N:8]([CH3:15])[C:9]([N+:12]([O-:14])=[O:13])=[CH:10][N:11]=2)[S:3]1 |f:2.3|. Procedure details: Four grams of 2-(2-amino-5-thiadiazolyl)-1-methyl-5-nitroimidazole is added to concentrated hydrochloric acid. The resultant precipitate of the hydrochloride is filtered off and air dried; melting point 249° C. with decomposition. When the hydrochloride is added to water, the free base is formed again without the necessity of using alkali. The reactants are ice, S(O)(O)(=O)=O (sulfuric acid), ice, CC(=O)N1C=C(C2=C1C=C(C=C2)Cl)OC(=O)C (6-chloroindoxyl-1,3-diacetate). Run in O (water). Yields the product ClC1=CC=C2C(=CN(C2=C1)C(C)=O)O (6-Chloro-N-acetylindol-3-ol). Reaction SMILES: S(=O)(=O)(O)O.[CH3:6][C:7]([N:9]1[C:13]2[CH:14]=[C:15]([Cl:18])[CH:16]=[CH:17][C:12]=2[C:11]([O:19]C(C)=O)=[CH:10]1)=[O:8]>O>[Cl:18][C:15]1[CH:14]=[C:13]2[C:12]([C:11]([OH:19])=[CH:10][N:9]2[C:7](=[O:8])[CH3:6])=[CH:17][CH:16]=1. Procedure details: A solution of 572 ml of concentrated sulfuric acid was added to 63 ml of water with stirring and cooling. When the acid solution was at room temperature, 134 g (0.53 M) of 6-chloroindoxyl-1,3-diacetate was added, portionwise, with stirring over a period of one hour keeping the temperature of the solution between 20° to 25° C. After stirring for 30 additional minutes after the addition was complete, the solution was poured onto 2 kg ice. The ice was allowed to melt and the insoluble product was f... Reported procedure: To a stirred suspension of 2,3-dimethylquinizarin (5.00 g, 18.637 mmol) in dry CH2Cl2 (250 ml) was added acetic anhydride (40 ml) pyridine (40 ml) and dimethylaminopyridine (DMAP, 1.7 g) at room temperature under argon. After two hours, the reaction mixture was poured into a mixture of ethyl acetate and ice (1:1, 800 ml), extracted with CH2Cl2, and the combined organic layers were dryed over MgSO4. Flash chromatography with toluene and ethylacetate; (95.5%) gave 2.517 g of pure compound (38% yie... Isolated yield 38.0%. Starting materials: CC1=C(C2=C(C(=C1C)O)C(=O)C3=CC=CC=C3C2=O)O (2,3-dimethylquinizarin), C(C)(=O)OCC (ethyl acetate), ice, C(C)(=O)OC(C)=O (acetic anhydride), CN(C)C1=NC=CC=C1 (dimethylaminopyridine). Reaction SMILES: [CH3:1][C:2]1[C:7]([CH3:8])=[C:6](O)[C:5]2[C:10]([C:12]3[C:17]([C:18](=[O:19])[C:4]=2[C:3]=1O)=[CH:16][CH:15]=[CH:14][CH:13]=3)=[O:11].[C:21](OC(=O)C)(=[O:23])[CH3:22].CN(C1C=CC=CN=1)C.[C:37](OCC)(=[O:39])[CH3:38]>C(Cl)Cl>[C:21]([C:6]1[C:5]2[C:10](=[O:11])[C:12]3[C:17](=[CH:16][CH:15]=[CH:14][CH:13]=3)[C:18](=[O:19])[C:4]=2[C:3]([C:37](=[O:39])[CH3:38])=[C:2]([CH3:1])[C:7]=1[CH3:8])(=[O:23])[CH3:22]. Yields the product C(C)(=O)C1=C(C(=C(C=2C(C3=CC=CC=C3C(C12)=O)=O)C(C)=O)C)C (1,4-diacetyl-2,3-dimethylanthraquinone). Conditions: time 2 hour. The solvent is C(Cl)Cl (CH2Cl2).